This data is from the Open Reaction Database (ORD), a public repository of structured organic reaction records. The task is: describe an organic reaction: reactants, conditions, products, and yield Reactants: BrCCCCCc1cccc2ccccc12, [Li]C(C)(C)C, C[Si](C)(C)c1cc(C=O)co1, CC(=O)OC(C)=O, CCCCCC, C1CCOC1. Product: CC(=O)OC(CCCCCc1cccc2ccccc12)c1coc([Si](C)(C)C)c1. Reaction SMILES: [Br:12][CH2:13][CH2:14][CH2:15][CH2:16][CH2:17][c:18]1[cH:19][cH:20][cH:21][c:22]2[cH:23][cH:24][cH:25][cH:26][c:27]12.[C:1]([Li:2])([CH3:3])([CH3:4])[CH3:5].[CH3:28][Si:29]([c:30]1[cH:31][c:32]([CH:35]=[O:36])[cH:33][o:34]1)([CH3:37])[CH3:38].[CH3:39][C:40](=[O:41])[O:42][C:43](=[O:44])[CH3:45].[CH3:6][CH2:7][CH2:8][CH2:9][CH2:10][CH3:11].[O:46]1[CH2:47][CH2:48][CH2:49][CH2:50]1>>[CH2:13]([CH2:14][CH2:15][CH2:16][CH2:17][c:18]1[cH:19][cH:20][cH:21][c:22]2[cH:23][cH:24][cH:25][cH:26][c:27]12)[CH:35]([c:32]1[cH:31][c:30]([Si:29]([CH3:28])([CH3:37])[CH3:38])[o:34][cH:33]1)[O:36][C:40]([CH3:39])=[O:41]. Reactants: O=C([O-])[O-], CC#N, N#CCCl, O=C1COc2cc(F)c(N3C(=O)C4=C(CCCC4)C3=O)cc2N1, [K+], [K+]. The product is N#CCN1C(=O)COc2cc(F)c(N3C(=O)C4=C(CCCC4)C3=O)cc21. RXN SMILES: [C:24](=[O:25])([O-:26])[O-:27].[CH3:34][C:35]#[N:36].[Cl:30][CH2:31][C:32]#[N:33].[F:1][c:2]1[cH:3][c:4]2[c:5]([cH:11][c:12]1[N:13]1[C:14](=[O:23])[C:15]3=[C:20]([CH2:19][CH2:18][CH2:17][CH2:16]3)[C:21]1=[O:22])[NH:6][C:7](=[O:10])[CH2:8][O:9]2.[K+:28].[K+:29]>>[F:1][c:2]1[cH:3][c:4]2[c:5]([cH:11][c:12]1[N:13]1[C:14](=[O:23])[C:15]3=[C:20]([CH2:19][CH2:18][CH2:17][CH2:16]3)[C:21]1=[O:22])[N:6]([CH2:31][C:32]#[N:33])[C:7](=[O:10])[CH2:8][O:9]2. Starting materials: N1(CCC2=CC=CC=C12)NC(=O)C=1C(=NC(=NC1)C1=NC=CC=C1)C (4-methyl-2-pyridin-2-yl-pyrimidine-5-carboxylic acid (2,3-dihydro-indol-1-yl)-amide). Reagents/catalysts: O=[Mn]=O (MnO2). Solvent: C(Cl)Cl (DCM). The product is N1(C=CC2=CC=CC=C12)NC(=O)C=1C(=NC(=NC1)C1=NC=CC=C1)C (4-methyl-2-pyridin-2-yl-pyrimidine-5-carboxylic acid indol-1-ylamide). Isolated yield 59.5%. As a reaction SMILES: [N:1]1([NH:10][C:11]([C:13]2[C:14]([CH3:25])=[N:15][C:16]([C:19]3[CH:24]=[CH:23][CH:22]=[CH:21][N:20]=3)=[N:17][CH:18]=2)=[O:12])[C:9]2[C:4](=[CH:5][CH:6]=[CH:7][CH:8]=2)[CH2:3][CH2:2]1>C(Cl)Cl.O=[Mn]=O>[N:1]1([NH:10][C:11]([C:13]2[C:14]([CH3:25])=[N:15][C:16]([C:19]3[CH:24]=[CH:23][CH:22]=[CH:21][N:20]=3)=[N:17][CH:18]=2)=[O:12])[C:9]2[C:4](=[CH:5][CH:6]=[CH:7][CH:8]=2)[CH:3]=[CH:2]1. Reported procedure: A suspended solution of 4-methyl-2-pyridin-2-yl-pyrimidine-5-carboxylic acid (2,3-dihydro-indol-1-yl)-amide (1.00 mmol) and MnO2 (5.00 mmol) in DCM (10 mL) is stirred at rt for 60 min. The reaction mixture is filtered and the filtrate is concentrated in vacuo. The residue is purified by silica gel chromatography eluting with 0-5% methanol in DCM to afford 4-methyl-2-pyridin-2-yl-pyrimidine-5-carboxylic acid indol-1-ylamide (196 mg, 60%) as a solid. MS: 330 (M+H); 1H NMR (300 MHz, CDCl3): δ 2.77 ...